From a dataset of the Open Reaction Database (ORD), a public repository of structured organic reaction records. describe an organic reaction: reactants, conditions, products, and yield Starting materials: C(C)(C)(C)C1=CC(=C(C=C1)C=1N(C(C(N1)(C)C1=CC=C(C=C1)Cl)(C)C1=CC=C(C=C1)Cl)C(=O)Cl)OC(C)C (rac-(4S*,5R*)-2-(4-tert-butyl-2-isopropoxy-phenyl)-4,5-bis-(4-chloro-phenyl)-4,5-dimethyl-4,5-dihydro-imidazole-1-carbonyl chloride), C(C)(=O)N1CCNCC1 (1-acetyl-piperazine). The product is C(C)(C)(C)C1=CC(=C(C=C1)C=1N([C@]([C@](N1)(C)C1=CC=C(C=C1)Cl)(C)C1=CC=C(C=C1)Cl)C(=O)N1CCN(CC1)C(C)=O)OC(C)C (rac-1-{4-[(4S*,5R*)-2-(4-tert-Butyl-2-isopropoxy-phenyl)-4,5-bis-(4-chloro-phenyl)-4,5-dimethyl-4,5-dihydro-imidazole-1-carbonyl]-piperazin-1-yl}-ethanone). Reaction SMILES: [C:1]([C:5]1[CH:10]=[CH:9][C:8]([C:11]2[N:12]([C:32](Cl)=[O:33])[C:13]([C:25]3[CH:30]=[CH:29][C:28]([Cl:31])=[CH:27][CH:26]=3)([CH3:24])[C:14]([C:17]3[CH:22]=[CH:21][C:20]([Cl:23])=[CH:19][CH:18]=3)([CH3:16])[N:15]=2)=[C:7]([O:35][CH:36]([CH3:38])[CH3:37])[CH:6]=1)([CH3:4])([CH3:3])[CH3:2].[C:39]([N:42]1[CH2:47][CH2:46][NH:45][CH2:44][CH2:43]1)(=[O:41])[CH3:40]>>[C:1]([C:5]1[CH:10]=[CH:9][C:8]([C:11]2[N:12]([C:32]([N:45]3[CH2:46][CH2:47][N:42]([C:39](=[O:41])[CH3:40])[CH2:43][CH2:44]3)=[O:33])[C@@:13]([C:25]3[CH:30]=[CH:29][C:28]([Cl:31])=[CH:27][CH:26]=3)([CH3:24])[C@@:14]([C:17]3[CH:22]=[CH:21][C:20]([Cl:23])=[CH:19][CH:18]=3)([CH3:16])[N:15]=2)=[C:7]([O:35][CH:36]([CH3:38])[CH3:37])[CH:6]=1)([CH3:3])([CH3:2])[CH3:4]. Procedure details: In a manner analogous to the method described in example 5, rac-(4S*,5R*)-2-(4-tert-butyl-2-isopropoxy-phenyl)-4,5-bis-(4-chloro-phenyl)-4,5-dimethyl-4,5-dihydro-imidazole-1-carbonyl chloride was reacted with 1-acetyl-piperazine (Aldrich) to give the title compound. HR-MS (ES, m/z) calculated for C37H55N4O3Cl2 [(M+H)+] 663.2863, observed 663.2857.